Dataset: the Open Reaction Database (ORD), a public repository of structured organic reaction records. Task: describe an organic reaction: reactants, conditions, products, and yield The reactants are CC(=O)OC(C)=O, O=CO, CCOC(=O)C(=NO)c1csc(N)n1. Product: CCOC(=O)C(=NO)c1csc(NC=O)n1. As a reaction SMILES: [CH3:15][C:16](=[O:17])[O:18][C:19](=[O:20])[CH3:21].[CH:22]([OH:23])=[O:24].[OH:1][N:2]=[C:3]([C:4](=[O:5])[O:6][CH2:7][CH3:8])[c:9]1[n:10][c:11]([NH2:14])[s:12][cH:13]1>>[OH:1][N:2]=[C:3]([C:4](=[O:5])[O:6][CH2:7][CH3:8])[c:9]1[n:10][c:11]([NH:14][CH:16]=[O:17])[s:12][cH:13]1. The reactants are OCCc1ccc(Br)cc1, [Cu]I, [K+], [K+], Cc1cccc(N)c1[N+](=O)[O-], O=C([O-])[O-], O. The product is Cc1cccc(Nc2ccc(CCO)cc2)c1[N+](=O)[O-]. RXN SMILES: [Br:12][c:13]1[cH:14][cH:15][c:16]([CH2:19][CH2:20][OH:21])[cH:17][cH:18]1.[Cu:28][I:29].[K+:22].[K+:23].[N+:1](=[O:2])([O-:3])[c:4]1[c:5]([NH2:6])[cH:7][cH:8][cH:9][c:10]1[CH3:11].[O-:24][C:25]([O-:26])=[O:27].[OH2:30]>>[N+:1](=[O:2])([O-:3])[c:4]1[c:5]([NH:6][c:13]2[cH:14][cH:15][c:16]([CH2:19][CH2:20][OH:21])[cH:17][cH:18]2)[cH:7][cH:8][cH:9][c:10]1[CH3:11]. The reactants are Cl[GeH](Cl)Cl (trichlorogermane), C(C=C)(=O)O (acrylic acid). Solvent: CCOCC (ether), CCOCC (ether). Run at time 2 hour. Yields the product Cl[Ge](CCC(=O)O)(Cl)Cl (3-Trichlorogermylpropionic Acid). The yield is 89.3%. As a reaction SMILES: [Cl:1][GeH:2]([Cl:4])[Cl:3].[C:5]([OH:9])(=[O:8])[CH:6]=[CH2:7]>CCOCC>[Cl:1][Ge:2]([Cl:4])([Cl:3])[CH2:7][CH2:6][C:5]([OH:9])=[O:8]. Reported procedure: To a magnetically stirred solution of 18 g (0.1 mole) of trichlorogermane in 30 ml of anhydrous ether was added dropwise with a solution of 7.2g (0.1 mole) of acrylic acid in 20 ml of ether at -30°. Then, the mixture was allowed to stand at room temperature for 2 hrs. Evaporation of the solvent left a solid, which was recrystallized from n-hexane to give 22.5 g (89.3% yield) of white needles, mp 84°~85°. Lit. (V. F. Mironov, E. M. Berliner, and T. K. Gar, Zh. Obshch, Khim., 37, 962 (1967) report... The reactants are [H-].[Na+] (sodium hydride), solution, S(=O)(=O)(N)N (sulfamide), S1SC(CC1)CCCCCC(=O)O (6-(1,2-Dithiolan-3-yl)hexanoic acid), N,N'-carbonyldiimidazole. Solvent: CN(C=O)C (dimethylformamide), C1(=CC=CC=C1)C (toluene). Product: S1SC(CC1)CCCCCC(=O)NS(=O)(=O)N (N-[6-(1,2-Dithiolan-3-yl)hexanoyl]sulfamide). Yield: 19.3%. As a reaction SMILES: [S:1]1[CH2:5][CH2:4][CH:3]([CH2:6][CH2:7][CH2:8][CH2:9][CH2:10][C:11]([OH:13])=O)[S:2]1.[S:14]([NH2:18])([NH2:17])(=[O:16])=[O:15].[H-].[Na+]>C1(C)C=CC=CC=1.CN(C)C=O>[S:1]1[CH2:5][CH2:4][CH:3]([CH2:6][CH2:7][CH2:8][CH2:9][CH2:10][C:11]([NH:17][S:14]([NH2:18])(=[O:16])=[O:15])=[O:13])[S:2]1 |f:2.3|. Procedure details: The reaction was carried out as described in Example 107, but using 5 ml of a solution of 1.6 mmol of 6(1,2-dithiolan-3-yl)hexanoic acid (prepared as described in Example 104) in toluene, 7 ml of anhydrous dimethylformamide, 308 mg of N,N'-carbonyldiimidazole, 365 mg of sulfamide and 83 mg of sodium hydride (as a 55% w/w dispersion in mineral oil). The solvent was removed from the reaction mixture by evaporation under reduced pressure, and water was added to the residue, after which it was extra...